This data is from the Open Reaction Database (ORD), a public repository of structured organic reaction records. The task is: describe an organic reaction: reactants, conditions, products, and yield Reactants: NC=1C2=C(N=CN1)N(C(=C2C2=CC(=CC=C2)OCC2=CC=CC=C2)CC)[C@H]2C[C@H](C2)CO (cis-{3-[4-Amino-5-(3-benzyloxy-phenyl)-6-ethyl-pyrrolo[2,3-d]pyrimidin-7-yl]-cyclobutyl}methanol), C1(=CC=C(C=C1)S(=O)(=O)Cl)C (p-toluenesulfonyl chloride), N1[C@@H](CO)CCC1 (D-prolinol). Product: NC=1C2=C(N=CN1)N(C(=C2C2=CC(=CC=C2)OCC2=CC=CC=C2)CC)[C@H]2C[C@H](C2)CN2[C@H](CCC2)CO (cis-((R)-1-{3-[4-Amino-5-(3-benzyloxy-phenyl)-6-ethyl-pyrrolo[2,3-d]pyrimidin-7-yl]-cyclobutylmethyl}-pyrrolidin-2-yl)-methanol). As a reaction SMILES: [NH2:1][C:2]1[C:3]2[C:10]([C:11]3[CH:16]=[CH:15][CH:14]=[C:13]([O:17][CH2:18][C:19]4[CH:24]=[CH:23][CH:22]=[CH:21][CH:20]=4)[CH:12]=3)=[C:9]([CH2:25][CH3:26])[N:8]([C@@H:27]3[CH2:30][C@H:29]([CH2:31]O)[CH2:28]3)[C:4]=2[N:5]=[CH:6][N:7]=1.C1(C)C=CC(S(Cl)(=O)=O)=CC=1.[NH:44]1[CH2:50][CH2:49][CH2:48][C@@H:45]1[CH2:46][OH:47]>>[NH2:1][C:2]1[C:3]2[C:10]([C:11]3[CH:16]=[CH:15][CH:14]=[C:13]([O:17][CH2:18][C:19]4[CH:20]=[CH:21][CH:22]=[CH:23][CH:24]=4)[CH:12]=3)=[C:9]([CH2:25][CH3:26])[N:8]([C@@H:27]3[CH2:30][C@H:29]([CH2:31][N:44]4[CH2:50][CH2:49][CH2:48][C@@H:45]4[CH2:46][OH:47])[CH2:28]3)[C:4]=2[N:5]=[CH:6][N:7]=1. Procedure details: The title compound is prepared in analogy to Example 116 from cis-{3-[4-amino-5-(3-benzoyloxy-phenyl)-6-ethyl-pyrrolo[2,3-d]pyrimidin-7-yl]-cyclobutyl}-methanol of Example 124, p-toluenesulfonyl chloride and D-prolinol (Fluka, Buchs, Switzerland). Analytical HPLC-MS: tR=1.48 min; ES-MS: m/eo=512.48. Starting materials: COC(C(NC1=C(C=CC=C1)[N+](=O)[O-])CCC(=O)OC)=O (N-(2-Nitrophenyl)-DL-glutamic acid dimethyl ester), C1(=CC=C(C=C1)S(=O)(=O)O)C (p-toluenesulfonic acid). Reagents/catalysts: [Pd] (palladium on carbon). Solvent: CO (methanol). Conditions: time 2 hour. Product: C1(CCC2N1C1=CC=CC=C1NC2=O)=O (3,3a Dihydropyrrolo[1,2-a]quinoxaline-1,4(2H, 5H)-dione). Reaction SMILES: C[O:2][C:3](=O)[CH:4]([CH2:15][CH2:16][C:17]([O:19]C)=O)[NH:5][C:6]1[CH:11]=[CH:10][CH:9]=[CH:8][C:7]=1[N+:12]([O-])=O.C1(C)C=CC(S(O)(=O)=O)=CC=1>CO.[Pd]>[C:17]1(=[O:19])[N:5]2[C:6]3[C:7]([NH:12][C:3](=[O:2])[CH:4]2[CH2:15][CH2:16]1)=[CH:8][CH:9]=[CH:10][CH:11]=3. Procedure details: To N-(2-nitrophenyl)-DL-glutamic acid dimethyl ester (XI, EXAMPLE 279, 5.09 g) in methanol (150 ml) is added p-toluenesulfonic acid (0.158 g) and palladium on carbon (10%, 0.495 g). The mixture is shaken under hydrogen at 37 psi for 2 hr; the mixture is then filtered and the filtrate is concentrated to about 70 ml. Additional p-toluenesulfonic acid (0.15 g) is added, and the solution is heated at 60° for 1 hr. After cooling, the solid is collected, washed with methanol, and dried to give the tit... The reactants are ClC1=CC=C(C=C1)SC1=NC2=CC=CC=C2C=C1C=C1C(NC(S1)=O)=O (2-(4-Chlorophenylthio)-3-(2,4-dioxothiazolidin-5-ylidene-methyl)quinoline), ClC=1C=C(C(=O)OO)C=CC1 (3-chloroperoxybenzoic acid). The solvent is C(Cl)Cl.CO (CH2Cl2 CH3OH). Conditions: time 4 hour. The product is ClC1=CC=C(C=C1)S(=O)C1=NC2=CC=CC=C2C=C1C=C1C(NC(S1)=O)=O (2-(4-Chlorophenylsulfinyl)-3-(2,4-dioxothiazolidin-5-ylidene-methyl)quinoline). The yield is 30.0%. RXN SMILES: [Cl:1][C:2]1[CH:7]=[CH:6][C:5]([S:8][C:9]2[C:18]([CH:19]=[C:20]3[S:24][C:23](=[O:25])[NH:22][C:21]3=[O:26])=[CH:17][C:16]3[C:11](=[CH:12][CH:13]=[CH:14][CH:15]=3)[N:10]=2)=[CH:4][CH:3]=1.ClC1C=C(C=CC=1)C(OO)=[O:32]>C(Cl)Cl.CO>[Cl:1][C:2]1[CH:3]=[CH:4][C:5]([S:8]([C:9]2[C:18]([CH:19]=[C:20]3[S:24][C:23](=[O:25])[NH:22][C:21]3=[O:26])=[CH:17][C:16]3[C:11](=[CH:12][CH:13]=[CH:14][CH:15]=3)[N:10]=2)=[O:32])=[CH:6][CH:7]=1 |f:2.3|. Procedure details: The compound prepared in Example 224 was dissolved in CH2Cl2/CH3OH (5:1), and to this solution was added 3-chloroperoxybenzoic acid (2 eq. of 77% max. purity). The mixture was stirring at RT for 4 hrs before TLC analysis showed the disappearance of the starting compound. The reaction mixture was stirring for an additionally 2 hrs. At the end of the reaction, white crystalline product precipitated. The product was collected by filteration, washed several times with ether, and air dried for 48 hrs... The reactants are C(C)(C)(C)OC([C@H](CCCCN(C[C@@H](CC#N)O)CC1=CC=CC=C1)NC(=O)OC(C)(C)C)=O ((2S,9R)-7-Benzyl-2-[(tert-butoxycarbonyl)amino]-10-cyano-9-hydroxy-7-azadecanoic Acid tert-Butyl Ester), [H][H] (hydrogen). The reagents and catalysts are [Pd] (Pd—C), O=[Pt]=O (PtO2). Solvent: C(C)(=O)O (acetic acid). Conditions: time 6 hour. Yields the product C(C)(=O)O.C(C)(=O)O.C(C)(C)(C)OC([C@H](CCCCNC[C@@H](CCN)O)NC(=O)OC(C)(C)C)=O ((2S,9R)-2-[(tert-Butoxycarbonyl)amino]-11-amino-9-hydroxy-7-azaundecanoic Acid tert-Butyl Ester, Diacetate Salt). Isolated yield 280.6%. Reaction SMILES: [C:1]([O:5][C:6](=[O:34])[C@@H:7]([NH:26][C:27]([O:29][C:30]([CH3:33])([CH3:32])[CH3:31])=[O:28])[CH2:8][CH2:9][CH2:10][CH2:11][N:12](CC1C=CC=CC=1)[CH2:13][C@H:14]([OH:18])[CH2:15][C:16]#[N:17])([CH3:4])([CH3:3])[CH3:2].[H][H]>C(O)(=O)C.[Pd].O=[Pt]=O>[C:6]([OH:34])(=[O:5])[CH3:7].[C:6]([OH:34])(=[O:5])[CH3:7].[C:1]([O:5][C:6](=[O:34])[C@@H:7]([NH:26][C:27]([O:29][C:30]([CH3:33])([CH3:32])[CH3:31])=[O:28])[CH2:8][CH2:9][CH2:10][CH2:11][NH:12][CH2:13][C@H:14]([OH:18])[CH2:15][CH2:16][NH2:17])([CH3:4])([CH3:3])[CH3:2] |f:5.6.7|. Reported procedure: The Nε benzyl nitrile (6) (4.80 g, 10.7 mmol) was dissolved in glacial acetic acid (100 ml); 10% Pd—C (0.50 g) and PtO2 (1.00 g) were added; and hydrogen gas was introduced. The reaction was complete after 6 hours, and the catalyst was filtered through a bed of Celite and washed with acetic acid. The filtrate was concentrated in vacuo. Azeotropic removal of the acetic acid with toluene gave (7) as a colorless oil (5.10 g, 99%). 1H NMR (500 MHz) (CD3OD) δ 4.02-3.94 (m, 2H), 3.14-2.86 (m, 6H), 1.9...